Dataset: the Open Reaction Database (ORD), a public repository of structured organic reaction records. Task: describe an organic reaction: reactants, conditions, products, and yield Starting materials: Cc1cn2c3ccc(Br)cc3c3cc(O)cc(c1=O)c32, CCOC(=O)CBr, O=C([O-])[O-], CS(C)=O, [K+], [K+], O. Yields the product CCOC(=O)COc1cc2c(=O)c(C)cn3c4ccc(Br)cc4c(c1)c23. RXN SMILES: [Br:1][c:2]1[cH:3][cH:4][c:5]2[n:6]3[c:7]4[c:8]([cH:9][c:10]([OH:15])[cH:11][c:12]4[c:13]2[cH:14]1)[c:16](=[O:20])[c:17]([CH3:19])[cH:18]3.[Br:27][CH2:28][C:29](=[O:30])[O:31][CH2:32][CH3:33].[C:21](=[O:22])([O-:23])[O-:24].[CH3:35][S:36](=[O:37])[CH3:38].[K+:25].[K+:26].[OH2:34]>>[Br:1][c:2]1[cH:3][cH:4][c:5]2[n:6]3[c:7]4[c:8]([cH:9][c:10]([O:15][CH2:28][C:29](=[O:30])[O:31][CH2:32][CH3:33])[cH:11][c:12]4[c:13]2[cH:14]1)[c:16](=[O:20])[c:17]([CH3:19])[cH:18]3. Starting materials: ClC1=C(C=C(C=C1)Cl)C1=CC=C(C=C1)C[C@H](CC(=O)OCC)NC(CCC(=O)O)=O ((R)-4-(1-(2′,5′-dichlorobiphenyl-4-yl)-4-ethoxy-4-oxobutan-2-ylamino)-4-oxobutanoic acid), [OH-].[Na+] (NaOH). Run in C1CCOC1 (THF), CO (MeOH). Run at time 4.5 hour. Yields the product C(=O)(O)C[C@@H](CC1=CC=C(C=C1)C1=CC(=CC=C1)Cl)NC(CCC(=O)O)=O ((R)-4-(1-carboxy-3-(3′-chlorobiphenyl-4-yl)propan-2-ylamino)-4-oxobutanoic acid). Isolated yield 70.2%. As a reaction SMILES: Cl[C:2]1[CH:7]=[CH:6][C:5]([Cl:8])=[CH:4][C:3]=1[C:9]1[CH:14]=[CH:13][C:12]([CH2:15][C@@H:16]([NH:23][C:24](=[O:30])[CH2:25][CH2:26][C:27]([OH:29])=[O:28])[CH2:17][C:18]([O:20]CC)=[O:19])=[CH:11][CH:10]=1.[OH-].[Na+]>C1COCC1.CO>[C:18]([CH2:17][C@H:16]([NH:23][C:24](=[O:30])[CH2:25][CH2:26][C:27]([OH:29])=[O:28])[CH2:15][C:12]1[CH:13]=[CH:14][C:9]([C:3]2[CH:2]=[CH:7][CH:6]=[C:5]([Cl:8])[CH:4]=2)=[CH:10][CH:11]=1)([OH:20])=[O:19] |f:1.2|. Procedure details: To a solution of (R)-4-(1-(2′,5′-dichlorobiphenyl-4-yl)-4-ethoxy-4-oxobutan-2-ylamino)-4-oxobutanoic acid (Example 1-6: 106 mg, 0.234 mmol) in THF (2 ml) and MeOH (0.1 ml), 1M aqueous NaOH solution (1.406 mL, 1.406 mmol) is added at room temperature. After stirring for 4.5 hours, the reaction is quenched with 0.1 M aqueous HCl (3 ml), and the products are extracted with EtOAc. The combined organic layer is washed with brine, dried over Na2SO4, filtered, and concentrated under reduced pressure. T...